Dataset: the Open Reaction Database (ORD), a public repository of structured organic reaction records. Task: describe an organic reaction: reactants, conditions, products, and yield The reactants are Cl.CC1=CC(=C2NC=C(CCN)C2=C1)Br (5-methyl-7-bromotryptamine hydrochloride), Cl.BrC1=C(C=CC=C1C)NN (2-bromo-3-methylphenylhydrazine hydrochloride). Yields the product Cl.CC=1C(=C2NC=C(CCN)C2=CC1)Br (6-Methyl-7-bromotryptamine hydrochloride). RXN SMILES: [ClH:1].C[C:3]1[CH:14]=[C:13]2[C:6]([NH:7][CH:8]=[C:9]2[CH2:10][CH2:11][NH2:12])=[C:5]([Br:15])[CH:4]=1.Cl.Br[C:18]1C(C)=CC=CC=1NN>>[ClH:1].[CH3:18][C:4]1[C:5]([Br:15])=[C:6]2[C:13](=[CH:14][CH:3]=1)[C:9]([CH2:10][CH2:11][NH2:12])=[CH:8][NH:7]2 |f:0.1,2.3,4.5|. Reported procedure: 6-Methyl-7-bromotryptamine hydrochloride was prepared (2.42 g) as described for 5-methyl-7-bromotryptamine hydrochloride in Example 4, except using 2-bromo-3-methylphenylhydrazine hydrochloride as starting material. ##STR35## Starting materials: [OH-].[K+] (potassium hydroxide), O1CC(C1)=CC(=O)OCC1=CC=CC=C1 (benzyl oxetan-3-ylideneacetate), COC1=CC=C(CN(C=2C=C(C=CC2Cl)B(O)O)CC2=CC=C(C=C2)OC)C=C1 ({3-[bis(4-methoxybenzyl)amino]-4-chlorophenyl}boronic acid). Reagents/catalysts: C/1=C/CC\C=C/CC1.[Rh]Cl ((1Z,5Z)-cycloocta-1,5-diene rhodium(I) chloride). The solvent is O1CCOCC1 (dioxane). Conditions: time 4 hour. Yields the product COC1=CC=C(CN(C=2C=C(C=CC2Cl)C2(COC2)CC(=O)OCC2=CC=CC=C2)CC2=CC=C(C=C2)OC)C=C1 (Benzyl (3-{3-[bis(4-methoxybenzyl)amino]-4-chlorophenyl}oxetan-3-yl)acetate). As a reaction SMILES: [OH-].[K+].[O:3]1[CH2:6][C:5](=[CH:7][C:8]([O:10][CH2:11][C:12]2[CH:17]=[CH:16][CH:15]=[CH:14][CH:13]=2)=[O:9])[CH2:4]1.[CH3:18][O:19][C:20]1[CH:46]=[CH:45][C:23]([CH2:24][N:25]([CH2:36][C:37]2[CH:42]=[CH:41][C:40]([O:43][CH3:44])=[CH:39][CH:38]=2)[C:26]2[CH:27]=[C:28](B(O)O)[CH:29]=[CH:30][C:31]=2[Cl:32])=[CH:22][CH:21]=1>O1CCOCC1.C1=CCCC=CCC1.[Rh]Cl>[CH3:18][O:19][C:20]1[CH:21]=[CH:22][C:23]([CH2:24][N:25]([CH2:36][C:37]2[CH:38]=[CH:39][C:40]([O:43][CH3:44])=[CH:41][CH:42]=2)[C:26]2[CH:27]=[C:28]([C:5]3([CH2:7][C:8]([O:10][CH2:11][C:12]4[CH:17]=[CH:16][CH:15]=[CH:14][CH:13]=4)=[O:9])[CH2:4][O:3][CH2:6]3)[CH:29]=[CH:30][C:31]=2[Cl:32])=[CH:45][CH:46]=1 |f:0.1,5.6|. Procedure: Under argon and at room temperature, 1.6 ml (2.37 mmol) of a 1.5 M aqueous potassium hydroxide solution, 272 mg (1.82 mmol) of benzyl oxetan-3-ylideneacetate and 750 mg (1.82 mmol) of {3-[bis(4-methoxybenzyl)amino]-4-chlorophenyl}boronic acid were added successively to a solution of 45 mg (0.09 mmol) of (1Z,5Z)-cycloocta-1,5-diene/rhodium(I) chloride dimer in 25 ml of dioxane. The reaction solution was then stirred at room temperature for 4 h. After the reaction had gone to completion, the solut... Starting materials: CCOC(=O)C(CC(C)C)c1cc(-c2ccc(C(F)(F)F)cc2)cc(C2CCN(C(CCC(C)C)c3ccc(C(F)(F)F)cc3)CC2)c1, CO, [Na+], [OH-]. The product is CC(C)CCC(c1ccc(C(F)(F)F)cc1)N1CCC(c2cc(-c3ccc(C(F)(F)F)cc3)cc(C(CC(C)C)C(=O)O)c2)CC1. As a reaction SMILES: [CH2:1]([CH3:2])[O:3][C:4]([CH:5]([CH2:6][CH:7]([CH3:8])[CH3:9])[c:10]1[cH:11][c:12](-[c:38]2[cH:39][cH:40][c:41]([C:44]([F:45])([F:46])[F:47])[cH:42][cH:43]2)[cH:13][c:14]([CH:16]2[CH2:17][CH2:18][N:19]([CH:22]([CH2:23][CH2:24][CH:25]([CH3:26])[CH3:27])[c:28]3[cH:29][cH:30][c:31]([C:34]([F:35])([F:36])[F:37])[cH:32][cH:33]3)[CH2:20][CH2:21]2)[cH:15]1)=[O:48].[CH3:51][OH:52].[Na+:50].[OH-:49]>>[O:3]=[C:4]([CH:5]([CH2:6][CH:7]([CH3:8])[CH3:9])[c:10]1[cH:11][c:12](-[c:38]2[cH:39][cH:40][c:41]([C:44]([F:45])([F:46])[F:47])[cH:42][cH:43]2)[cH:13][c:14]([CH:16]2[CH2:17][CH2:18][N:19]([CH:22]([CH2:23][CH2:24][CH:25]([CH3:26])[CH3:27])[c:28]3[cH:29][cH:30][c:31]([C:34]([F:35])([F:36])[F:37])[cH:32][cH:33]3)[CH2:20][CH2:21]2)[cH:15]1)[OH:48]. The reactants are C1(=CC=CC=C1)C (toluene), [Cl-].[Na+] (sodium chloride), CC1(C2CC1C3(C(C2)O3)C)C (Alpha-pinene epoxide), C([O-])(O)=O.[Na+] (sodium bicarbonate). The solvent is C(C)(=O)O (acetic acid). Reaction conditions: time 2 hour. Yields the product CC1=CCC(C1(C)C)CC=O (Campholenic Aldehyde). As a reaction SMILES: C1(C)C=CC=CC=1.[CH3:8][C:9]1([CH3:18])[CH:12]2[C:13]3([CH3:17])[O:16][CH:14]3[CH2:15][CH:10]1[CH2:11]2.C(=O)(O)[O-].[Na+].[Cl-].[Na+]>C(O)(=O)C>[CH3:11][C:12]1[C:9]([CH3:8])([CH3:18])[CH:10]([CH2:15][CH:14]=[O:16])[CH2:17][CH:13]=1 |f:2.3,4.5|. Procedure details: The reaction mass is then transferred to a 5 liter flask and 2145 grams of toluene are added. Alpha-pinene epoxide (1086 grams, 7.1 moles) is then added over a period of 1 hour while maintaining the reaction mass temperature below 53° C. using dry-ice/isopropanol bath in order to control exotherm. The reaction mass is then stirred for an additional 2 hours after addition is complete. The reaction mass is then intimately admixed with a 10% acetic acid solution to a pH of 4.3 followed by neutraliz... Starting materials: CCOC(=O)C(CO)(COC(c1ccc(OC)cc1)(c1ccc(OC)cc1)c1ccc(OC)cc1)C(=O)OCC, O=C1COCC(=O)O1, C1COCCO1. Product: O=C(O)COCC(=O)O. As a reaction SMILES: [CH3:1][O:2][c:3]1[cH:4][cH:5][c:6]([C:7]([O:8][CH2:9][C:10]([CH2:11][OH:12])([C:13]([O:14][CH2:15][CH3:16])=[O:17])[C:18]([O:19][CH2:20][CH3:21])=[O:22])([c:23]2[cH:24][cH:25][c:26]([O:27][CH3:28])[cH:29][cH:30]2)[c:31]2[cH:32][cH:33][c:34]([O:35][CH3:36])[cH:37][cH:38]2)[cH:39][cH:40]1.[O:41]1[C:42](=[O:48])[CH2:43][O:44][CH2:45][C:46]1=[O:47].[O:49]1[CH2:50][CH2:51][O:52][CH2:53][CH2:54]1>>[O:2]=[C:42]([CH2:43][O:44][CH2:45][C:46]([OH:41])=[O:47])[OH:48]. As a reaction SMILES: [Cl:1][C:2]1[CH:7]=[CH:6][C:5]([O:8][CH2:9][CH2:10][CH2:11][CH:12]=C)=[CH:4][CH:3]=1.FC1C=CC(OCCCC=C)=CC=1>>[CH2:9]([O:8][C:5]1[CH:4]=[CH:3][C:2]([Cl:1])=[CH:7][CH:6]=1)[CH2:10][CH:11]=[CH2:12]. Yields the product C(CC=C)OC1=CC=C(C=C1)Cl (1-(3-butenyloxy)-4-chlorobenzene). Procedure details: The 1-(3-butenyloxy)-4-chlorobenzene (5, R2 =4--Cl) was prepared by the procedure of Rius-Alonso and Wain, Ann. Apl. Biol. 88, 299 (1978), as were 4-chloro-1-(4-pentenyloxy)-benzene and 4-fluoro-1-(4-pentenyloxy)benzene. The reactants are ClC1=CC=C(C=C1)OCCCC=C (4-chloro-1-(4-pentenyloxy)-benzene), FC1=CC=C(C=C1)OCCCC=C (4-fluoro-1-(4-pentenyloxy)benzene). Starting materials: ClC1=NC(=CC(=N1)Cl)C (2,4-dichloro-6-methylpyrimidine), CNCCO (2-(methylamino)ethanol). Solvent: C(C)O (ethanol). Yields the product ClC1=NC(=CC(=N1)C)N(C)CCO (2-chloro-4-methyl-6-(N-methyl-2-hydroxyethylamino)pyrimidine). Isolated yield 34.5%. RXN SMILES: [Cl:1][C:2]1[N:7]=[C:6](Cl)[CH:5]=[C:4]([CH3:9])[N:3]=1.[CH3:10][NH:11][CH2:12][CH2:13][OH:14]>C(O)C>[Cl:1][C:2]1[N:3]=[C:4]([CH3:9])[CH:5]=[C:6]([N:11]([CH2:12][CH2:13][OH:14])[CH3:10])[N:7]=1. Reported procedure: Part A: A solution of 2,4-dichloro-6-methylpyrimidine (1.0 g) and 2-(methylamino)ethanol (0.4 g) in ethanol (50 mL) was refluxed for 24 hours. The solvent was evaporated to give a crude residue, which was chromatographed on silica gel using 5% methanol in chloroform to yield 2-chloro-4-methyl-6-(N-methyl-2-hydroxyethylamino)pyrimidine (370 mg).